This data is from the Open Reaction Database (ORD), a public repository of structured organic reaction records. The task is: describe an organic reaction: reactants, conditions, products, and yield The reactants are tribromide, ClC=1C=C2N=C(C(=[N+](C2=CC1)[O-])C(=O)OCC)O (6-chloro-2-(ethoxycarbonyl)-3-hydroxyquinoxaline-1-oxide), ice water. Run in CN(C)C=O (DMF). Run at time 12 hour. The product is ClC=1C=C2N=C(C(=NC2=CC1)C(=O)OCC)O (6-chloro-2-(ethoxycarbonyl)-3-hydroxyquinoxaline). As a reaction SMILES: [Cl:1][C:2]1[CH:3]=[C:4]2[C:9](=[CH:10][CH:11]=1)[N+:8]([O-])=[C:7]([C:13]([O:15][CH2:16][CH3:17])=[O:14])[C:6]([OH:18])=[N:5]2>CN(C=O)C>[Cl:1][C:2]1[CH:3]=[C:4]2[C:9](=[CH:10][CH:11]=1)[N:8]=[C:7]([C:13]([O:15][CH2:16][CH3:17])=[O:14])[C:6]([OH:18])=[N:5]2. Procedure details: Phosphrous tribromide (0.36 mL) was added dropwise to a solution of 6-chloro-2-(ethoxycarbonyl)-3-hydroxyquinoxaline-1-oxide (0.50 g, 1.86 mmol) in anhydrous DMF (16 mL) at room temperature under nitrogen, after which the mixture was stirred for 12 h (at which point 1H NMR analysis of an aliquot indicated that the reaction was complete). The mixture was poured into ice-water mixture (100 mL) and extracted with methylene chloride (3×30 mL). The combined organic extracts were washed with water (45... The reactants are CC(=O)[O-], CC(=O)[O-], CC(c1cc(O)ccc1Cl)C(O)(c1ccc2c(c1)N(C)C(=O)CO2)C(F)(F)F, N#Cc1cc(B(O)O)ccc1Cl, [Cu+2], c1ccncc1. Yields the product CC(c1cc(Oc2ccc(Cl)c(C#N)c2)ccc1Cl)C(O)(c1ccc2c(c1)N(C)C(=O)CO2)C(F)(F)F. As a reaction SMILES: [C:41]([O-:42])(=[O:43])[CH3:44].[C:46]([O-:47])(=[O:48])[CH3:49].[Cl:1][c:2]1[c:3]([CH:9]([C:10]([C:11]([F:12])([F:13])[F:14])([OH:15])[c:16]2[cH:17][cH:18][c:19]3[c:20]([cH:27]2)[N:21]([CH3:26])[C:22](=[O:25])[CH2:23][O:24]3)[CH3:28])[cH:4][c:5]([OH:8])[cH:6][cH:7]1.[Cl:29][c:30]1[c:31]([C:39]#[N:40])[cH:32][c:33]([B:36]([OH:37])[OH:38])[cH:34][cH:35]1.[Cu+2:45].[cH:50]1[cH:51][cH:52][n:53][cH:54][cH:55]1>>[Cl:1][c:2]1[c:3]([CH:9]([C:10]([C:11]([F:12])([F:13])[F:14])([OH:15])[c:16]2[cH:17][cH:18][c:19]3[c:20]([cH:27]2)[N:21]([CH3:26])[C:22](=[O:25])[CH2:23][O:24]3)[CH3:28])[cH:4][c:5]([O:8][c:33]2[cH:32][c:31]([C:39]#[N:40])[c:30]([Cl:29])[cH:35][cH:34]2)[cH:6][cH:7]1.